From a dataset of the Open Reaction Database (ORD), a public repository of structured organic reaction records. describe an organic reaction: reactants, conditions, products, and yield The reactants are BrC1=CC=C2C=C(C(=C(C2=C1)C1=CC=C(C=C1)Cl)C(C(=O)OCC)O)C (ethyl 2-(7-bromo-1-(4-chlorophenyl)-3-methylnaphthalen-2-yl)-2-hydroxyacetate), Cl(=O)(=O)(=O)O (perchloric acid), O (water). Run in C(C)(C)(C)OC(=O)C (t-BuOAc). Run at time 3 hour. Yields the product BrC1=CC=C2C=C(C(=C(C2=C1)C1=CC=C(C=C1)Cl)C(C(=O)OCC)OC(C)(C)C)C (ethyl 2-(7-bromo-1-(4-chlorophenyl)-3-methylnaphthalen-2-yl)-2-tert-butoxyacetate). As a reaction SMILES: [Br:1][C:2]1[CH:11]=[C:10]2[C:5]([CH:6]=[C:7]([CH3:26])[C:8]([CH:19]([OH:25])[C:20]([O:22][CH2:23][CH3:24])=[O:21])=[C:9]2[C:12]2[CH:17]=[CH:16][C:15]([Cl:18])=[CH:14][CH:13]=2)=[CH:4][CH:3]=1.Cl(O)(=O)(=O)=O.O>C(OC(C)=O)(C)(C)C>[Br:1][C:2]1[CH:11]=[C:10]2[C:5]([CH:6]=[C:7]([CH3:26])[C:8]([CH:19]([O:25][C:5]([CH3:10])([CH3:6])[CH3:4])[C:20]([O:22][CH2:23][CH3:24])=[O:21])=[C:9]2[C:12]2[CH:13]=[CH:14][C:15]([Cl:18])=[CH:16][CH:17]=2)=[CH:4][CH:3]=1. Procedure: To a solution of ethyl 2-(7-bromo-1-(4-chlorophenyl)-3-methylnaphthalen-2-yl)-2-hydroxyacetate (˜2.78 mmol) in t-BuOAc (14 mL) was added 70% perchloric acid (HClO4) (334 μL, 5.56 mmol). After 3 h, water was added. The layers were separated, and the organic layer was dried, filtered, and concentrated in vacuo. The crude material was purified by column chromatography (EtOAc/hexanes) to give the titled compound. 1H-NMR: 400 MHz, (CDCl3) δ: 7.62 (m, 2H), 7.51 (m, 4H), 7.27 (m, 2H), 5.09 (s, 1H), 4.1... Starting materials: COC1=NC=CC(=C1)NC=1C2=C(N=CN1)NC(=C2)C2=CC=C(C=C2)CO ({4-[4-(2-methoxy-pyridin-4-ylamino)-7H-pyrrolo[2,3-d]pyrimidin-6-yl]-phenyl}-methanol), O=S(Cl)Cl (SOCl2). Run in C(C)#N (acetonitrile), O1CCOCC1 (dioxane), CCOC(=O)C (EtOAc), C(=O)(O)[O-].[Na+] (NaHCO3). Run at time 4.5 hour. The product is COC1=NC=CC(=C1)NC=1C2=C(N=CN1)NC(=C2)C2=CC=C(C=C2)CCl ((2-Methoxy-pyridin-4-yl)-[6-(4-chloromethyl-phenyl)-7H-pyrrolo[2,3-d]pyrimidin-4-yl]-amine). Reaction SMILES: [CH3:1][O:2][C:3]1[CH:8]=[C:7]([NH:9][C:10]2[C:11]3[CH:18]=[C:17]([C:19]4[CH:24]=[CH:23][C:22]([CH2:25]O)=[CH:21][CH:20]=4)[NH:16][C:12]=3[N:13]=[CH:14][N:15]=2)[CH:6]=[CH:5][N:4]=1.O=S(Cl)[Cl:29]>C(#N)C.O1CCOCC1.CCOC(C)=O.C([O-])(O)=O.[Na+]>[CH3:1][O:2][C:3]1[CH:8]=[C:7]([NH:9][C:10]2[C:11]3[CH:18]=[C:17]([C:19]4[CH:24]=[CH:23][C:22]([CH2:25][Cl:29])=[CH:21][CH:20]=4)[NH:16][C:12]=3[N:13]=[CH:14][N:15]=2)[CH:6]=[CH:5][N:4]=1 |f:5.6|. Procedure details: At 0° C., a suspension of 1.23 g (3.5 mMol) of {4-[4-(2-methoxy-pyridin-4-ylamino)-7H-pyrrolo[2,3-d]pyrimidin-6-yl]-phenyl}-methanol in 18 ml of acetonitrile, 18 ml of dioxane and 1.5 ml of SOCl2 is prepared at 0° C. and then stirred for 4.5 h at RT. The mixture is diluted with 0.2 l of EtOAc and 0.1 l of saturated NaHCO3-solution, stirred and the title compound off; MS-ES+: (M+H)+=366. More product can be obtained by extraction of the filtrate. Reported procedure: 23 g of N-(4-chlorobenzoyl)-N-[(3-thienylcarbonyl)methyl]amine, 6.1 g of 50% sodium hydride and 21.8 g of methyl bromoacetate are treated in the same manner as described in Preparation 1-(4). 18.6 g of methyl 3-(4-chlorobenzoylamino)-3-(3-thienylcarbonyl)propionate are thereby obtained. Reactants: ClC1=CC=C(C(=O)NCC(=O)C2=CSC=C2)C=C1 (N-(4-chlorobenzoyl)-N-[(3-thienylcarbonyl)methyl]amine), [H-].[Na+] (sodium hydride), BrCC(=O)OC (methyl bromoacetate). Yield: 64.3%. Product: ClC1=CC=C(C(=O)NC(CC(=O)OC)C(=O)C2=CSC=C2)C=C1 (methyl 3-(4-chlorobenzoylamino)-3-(3-thienylcarbonyl)propionate). Reaction SMILES: [Cl:1][C:2]1[CH:18]=[CH:17][C:5]([C:6]([NH:8][CH2:9][C:10]([C:12]2[CH:16]=[CH:15][S:14][CH:13]=2)=[O:11])=[O:7])=[CH:4][CH:3]=1.[H-].[Na+].Br[CH2:22][C:23]([O:25][CH3:26])=[O:24]>>[Cl:1][C:2]1[CH:3]=[CH:4][C:5]([C:6]([NH:8][CH:9]([C:10]([C:12]2[CH:16]=[CH:15][S:14][CH:13]=2)=[O:11])[CH2:22][C:23]([O:25][CH3:26])=[O:24])=[O:7])=[CH:17][CH:18]=1 |f:1.2|.